This data is from the Open Reaction Database (ORD), a public repository of structured organic reaction records. The task is: describe an organic reaction: reactants, conditions, products, and yield Starting materials: CC(C)(C)OC(=O)N1C(CCO)COC1(C)C, C1CCOC1, CCOC(C)=O, FC(F)(F)c1ccc(Cl)nc1, [H-], [Na+]. Yields the product CC(C)(C)OC(=O)N1C(CCOc2ccc(C(F)(F)F)cn2)COC1(C)C. As a reaction SMILES: [C:1]([CH3:2])([CH3:3])([CH3:4])[O:5][C:6](=[O:7])[N:8]1[C:9]([CH3:16])([CH3:17])[O:10][CH2:11][CH:12]1[CH2:13][CH2:14][OH:15].[CH2:31]1[O:32][CH2:33][CH2:34][CH2:35]1.[CH3:36][CH2:37][O:38][C:39](=[O:40])[CH3:41].[Cl:20][c:21]1[n:22][cH:23][c:24]([C:27]([F:28])([F:29])[F:30])[cH:25][cH:26]1.[H-:18].[Na+:19]>>[C:1]([CH3:2])([CH3:3])([CH3:4])[O:5][C:6](=[O:7])[N:8]1[C:9]([CH3:16])([CH3:17])[O:10][CH2:11][CH:12]1[CH2:13][CH2:14][O:15][c:21]1[n:22][cH:23][c:24]([C:27]([F:28])([F:29])[F:30])[cH:25][cH:26]1. The reactants are CN(C)SN(C)C(=O)F, CSCC(=NO)C(C)(C)C, [K+], [OH-], c1ccccc1. Yields the product CSCC(=NOC(=O)N(C)SN(C)C)C(C)(C)C. Reaction SMILES: [CH3:13][N:14]([C:15](=[O:16])[F:17])[S:18][N:19]([CH3:20])[CH3:21].[CH3:3][S:4][CH2:5][C:6]([C:7]([CH3:8])([CH3:9])[CH3:10])=[N:11][OH:12].[K+:2].[OH-:1].[cH:22]1[cH:23][cH:24][cH:25][cH:26][cH:27]1>>[CH3:3][S:4][CH2:5][C:6]([C:7]([CH3:8])([CH3:9])[CH3:10])=[N:11][O:12][C:15]([N:14]([CH3:13])[S:18][N:19]([CH3:20])[CH3:21])=[O:16]. Starting materials: C(C)OC(=O)NC1=NC(=NS1)C(C(=O)OC)Br (methyl 2-(5-ethoxycarbonylamino-1,2,4-thiadiazol-3-yl)-bromoacetate), C(C)#N (acetonitrile), [N+]1(=CC=CC=C1)[O-] (pyridine N-oxide). Run in ClCCl (dichloromethane). Product: C(C)OC(=O)NC1=NC(=NS1)C(C(=O)OC)=O (Methyl 2-(5-Ethoxycarbonylamino-1,2,4-thiadiazol-3-yl)-oxoacetate). The yield is 93.6%. As a reaction SMILES: [CH2:1]([O:3][C:4]([NH:6][C:7]1[S:11][N:10]=[C:9]([CH:12](Br)[C:13]([O:15][CH3:16])=[O:14])[N:8]=1)=[O:5])[CH3:2].C(#N)C.[N+]1([O-:27])C=CC=CC=1>ClCCl>[CH2:1]([O:3][C:4]([NH:6][C:7]1[S:11][N:10]=[C:9]([C:12](=[O:27])[C:13]([O:15][CH3:16])=[O:14])[N:8]=1)=[O:5])[CH3:2]. Procedure: Into a 1 L round bottom flask equipped with mechanical stirring and reflux condenser was charged methyl 2-(5-ethoxycarbonylamino-1,2,4-thiadiazol-3-yl)-bromoacetate (50.0 g, 0.154 mol, 1.0 eq.) followed by acetonitrile (500 mL). To the clear light yellow solution was charged pyridine N-oxide (37.0 g, 0.385 mol, 2.5 eq) and the reaction mixture was heated to reflux and maintained there for three hours until reaction completion was determined by proton NMR analysis. The solution was cooled and the... Starting materials: [BH4-].[Na+] (Sodium borohydride), CC1=C2N(C3=CC=CC=C13)CCC(C2=O)(CC=C)CC=C (6,7,8,9-tetrahydro-10-methyl-8,8-bis(2-propenyl)pyrido[1,2-a]indol-9-one). Run in C(C)O (ethanol). Conditions: time 24 hour. The product is CC1=C2N(C3=CC=CC=C13)CCC(C2O)(CC=C)CC=C (6,7,8,9-Tetrahydro-10-methyl-8,8-bis(2-propenyl)pyrido[1,2-a]indol-9-ol). The yield is 98.0%. Reaction SMILES: [BH4-].[Na+].[CH3:3][C:4]1[C:12]2[C:7](=[CH:8][CH:9]=[CH:10][CH:11]=2)[N:6]2[CH2:13][CH2:14][C:15]([CH2:21][CH:22]=[CH2:23])([CH2:18][CH:19]=[CH2:20])[C:16](=[O:17])[C:5]=12>C(O)C>[CH3:3][C:4]1[C:12]2[C:7](=[CH:8][CH:9]=[CH:10][CH:11]=2)[N:6]2[CH2:13][CH2:14][C:15]([CH2:18][CH:19]=[CH2:20])([CH2:21][CH:22]=[CH2:23])[CH:16]([OH:17])[C:5]=12 |f:0.1|. Reported procedure: Sodium borohydride (10.53 g, 270 mmol) was added portionwise upon cooling to a solution of 6,7,8,9-tetrahydro-10-methyl-8,8-bis(2-propenyl)pyrido[1,2-a]indol-9-one (12.8 g, 45.8 mmol), in ethanol (350 mL) at 25° C. The reaction mixture was stirred at room temperature for 24 hours. The solvent was removed in vacuo to near-dryness, and the residue partitioned between water (300 mL) and ether (300 mL). The separated organic layer was washed with brine (100 mL), dried over MgSO4, filtered and evapor... The reactants are N(=NC(=O)N1CCCCC1)C(=O)N1CCCCC1 (1,1′-(azodicarbonyl)dipiperidine), C(C)C1=NC2=C(N1C)C=C(C=C2)N2C(C=C(C=C2)O)=O (1-(2-ethyl-1-methyl-1H-benzimidazol-6-yl)-4-hydroxypyridin-2(1H)-one), ClC1=CC=C(S1)CO ((5-chloro-2-thienyl)methanol), C(CCC)P(CCCC)CCCC (tributylphosphine). Solvent: C1CCOC1 (THF). Conditions: temperature 60 celsius, time 2 hour. Product: ClC1=CC=C(S1)COC1=CC(N(C=C1)C=1C=CC2=C(N(C(=N2)CC)C)C1)=O (4-[(5-Chlorothiophen-2-yl)methoxy]-1-(2-ethyl-1-methyl-1H-benzimidazol-6-yl)pyridin-2(1H)-one). The yield is 19.3%. Reaction SMILES: [CH2:1]([C:3]1[N:7]([CH3:8])[C:6]2[CH:9]=[C:10]([N:13]3[CH:18]=[CH:17][C:16]([OH:19])=[CH:15][C:14]3=[O:20])[CH:11]=[CH:12][C:5]=2[N:4]=1)[CH3:2].[Cl:21][C:22]1[S:26][C:25]([CH2:27]O)=[CH:24][CH:23]=1.C(P(CCCC)CCCC)CCC.N(C(N1CCCCC1)=O)=NC(N1CCCCC1)=O>C1COCC1>[Cl:21][C:22]1[S:26][C:25]([CH2:27][O:19][C:16]2[CH:17]=[CH:18][N:13]([C:10]3[CH:11]=[CH:12][C:5]4[N:4]=[C:3]([CH2:1][CH3:2])[N:7]([CH3:8])[C:6]=4[CH:9]=3)[C:14](=[O:20])[CH:15]=2)=[CH:24][CH:23]=1. Procedure details: To a mixture of 1-(2-ethyl-1-methyl-1H-benzimidazol-6-yl)-4-hydroxypyridin-2(1H)-one (500 mg), (5-chloro-2-thienyl)methanol (552 mg) and tributylphosphine (1.38 ml) in THF (10 ml) was added 1,1′-(azodicarbonyl)dipiperidine (1.41 g), and the mixture was stirred at 60° C. for 2 h. The reaction mixture was partitioned between EtOAc and water, and the organic layer was washed with brine, dried over MgSO4, and concentrated in vacuo. The residue was purified by NH silica gel column chromatography (hex...